From a dataset of the Open Reaction Database (ORD), a public repository of structured organic reaction records. describe an organic reaction: reactants, conditions, products, and yield The reactants are [N+](=O)([O-])C(C)CC (2-nitrobutane), [N+](=O)([O-])C(C)CC (2-nitrobutane), C=O (formaldehyde), [N+](=O)([O-])C(C)CC (2-nitrobutane), C=O (formaldehyde), C=O (formaldehyde). The reagents and catalysts are C(C)N(CC)CC (triethylamine). Reaction conditions: temperature 40 celsius, time 8 hour. Yields the product CC(CO)(CC)[N+](=O)[O-] (2-Methyl-2-Nitro-1-Butanol). As a reaction SMILES: [CH2:1]=[O:2].[N+:3]([CH:6]([CH2:8][CH3:9])[CH3:7])([O-:5])=[O:4]>C(N(CC)CC)C>[CH3:7][C:6]([N+:3]([O-:5])=[O:4])([CH2:8][CH3:9])[CH2:1][OH:2]. Reported procedure: A 2-liter 3-neck flask is equipped with a mechanical stirrer, a reflux condenser with a nitrogen bubbler, an addition funnel and a temperature controller with heating mantle and thermocouple. The flask is charged with aqueous formaldehyde solution (420 mL, 37% active, 5.64 mol) and 4 mL triethylamine catalyst. The addition funnel is charged with 2-nitrobutane (554.1 g, 5.37 mol). The 2-nitrobutane is added dropwise, over a period of 7 hours to the formaldehyde solution, which is being stirred un... Product: COC=1C=C2C(NC=NC2=CC1OCCCN1CCCCC1)=O (6-methoxy-7-(3-piperidinopropoxy)quinazolin-4-one). Solvent: C(C)O (ethanol). The yield is 86.9%. Reactants: COC=1C=C2C(NC=NC2=CC1OCCCCl)=O (6-methoxy-7-(3-chloropropoxy)quinazolin-4-one), N1CCCCC1 (piperidine). Reported procedure: In a 5 mL volume glass vessel equipped with a stirrer and a thermometer were placed 1.0 g (3.7 mmol) of 6-methoxy-7-(3-chloropropoxy)quinazolin-4-one prepared by procedures similar to those of Reference Example V-1, 1.62 g (19 mmol) of piperidine, and 10 mL of ethanol. The resulting mixture was stirred at 80° C. for 5 hours. After the reaction was complete, the reaction mixture was analyzed by high performance liquid chromatography (absolute quantitative analysis). There was produced 1.02 g (rea... Run at temperature 80 celsius, time 5 hour. Reaction SMILES: [CH3:1][O:2][C:3]1[CH:4]=[C:5]2[C:10](=[CH:11][C:12]=1[O:13][CH2:14][CH2:15][CH2:16]Cl)[N:9]=[CH:8][NH:7][C:6]2=[O:18].[NH:19]1[CH2:24][CH2:23][CH2:22][CH2:21][CH2:20]1>C(O)C>[CH3:1][O:2][C:3]1[CH:4]=[C:5]2[C:10](=[CH:11][C:12]=1[O:13][CH2:14][CH2:15][CH2:16][N:19]1[CH2:24][CH2:23][CH2:22][CH2:21][CH2:20]1)[N:9]=[CH:8][NH:7][C:6]2=[O:18]. The reactants are ClC(Cl)(Cl)OC(OC(Cl)(Cl)Cl)=O (bis(trichloromethyl)carbonate), BrC1=C(N)C(=CC(=C1)C)F (2-Bromo-6-fluoro-4-methylaniline), NC1CCN(CC1)C(=O)OC(C)(C)C (1,1-dimethylethyl 4-amino-1-piperidinecarboxylate). The solvent is O1CCOCC1 (1,4-dioxane). Run at temperature 60 celsius, time 15 minute. The product is BrC1=C(C(=CC(=C1)C)F)NC(=O)NC1CCN(CC1)C(=O)OC(C)(C)C (1,1-Dimethylethyl 4-({[(2-bromo-6-fluoro-4-methylphenyl)-amino]carbonyl}amino)-1-piperidinecarboxylate). Isolated yield 129.9%. Reaction SMILES: [Br:1][C:2]1[CH:8]=[C:7]([CH3:9])[CH:6]=[C:5]([F:10])[C:3]=1[NH2:4].Cl[C:12]([O:15]C(=O)OC(Cl)(Cl)Cl)(Cl)Cl.[NH2:23][CH:24]1[CH2:29][CH2:28][N:27]([C:30]([O:32][C:33]([CH3:36])([CH3:35])[CH3:34])=[O:31])[CH2:26][CH2:25]1>O1CCOCC1>[Br:1][C:2]1[CH:8]=[C:7]([CH3:9])[CH:6]=[C:5]([F:10])[C:3]=1[NH:4][C:12]([NH:23][CH:24]1[CH2:25][CH2:26][N:27]([C:30]([O:32][C:33]([CH3:36])([CH3:35])[CH3:34])=[O:31])[CH2:28][CH2:29]1)=[O:15]. Procedure: 2-Bromo-6-fluoro-4-methylaniline (5.2 g, 25.5 mmol) (D31) was dissolved in 1,4-dioxane (40 ml) and bis(trichloromethyl)carbonate (9.3 mmol, 2.7 g) was added at room temperature and the mixture was heated to 60° C. for 15 minutes and it was then brought up to 100° C. for a further 15 minutes. The mixture was then cooled to room temperature, filtered and the solvent was thoroughly evaporated; the crude was redissolved in dichloromethane (40 ml) and 1,1-dimethylethyl 4-amino-1-piperidinecarboxylate... Reactants: BrC=1C(=CC(=C(C1)CO)OC)OC ((5-bromo-2,4-dimethoxy-phenyl)-methanol), CN(C=O)C (dimethylformamide). Reagents/catalysts: C=1C=CC(=CC1)[P](C=2C=CC=CC2)(C=3C=CC=CC3)[Pd]([P](C=4C=CC=CC4)(C=5C=CC=CC5)C=6C=CC=CC6)([P](C=7C=CC=CC7)(C=8C=CC=CC8)C=9C=CC=CC9)[P](C=1C=CC=CC1)(C=1C=CC=CC1)C=1C=CC=CC1 (tetrakis(triphenylphosphine)palladium), [C-]#N.[Zn+2].[C-]#N (zinc cyanide). Solvent: C(C)OCC (diethyl ether). Conditions: temperature 90 celsius. The product is OCC=1C(=CC(=C(C#N)C1)OC)OC (5-hydroxymethyl-2,4-dimethoxy-benzonitrile). The yield is 51.0%. RXN SMILES: Br[C:2]1[C:3]([O:12][CH3:13])=[CH:4][C:5]([O:10][CH3:11])=[C:6]([CH2:8][OH:9])[CH:7]=1.[CH3:14][N:15](C)C=O>C(OCC)C.[C-]#N.[Zn+2].[C-]#N.C1C=CC([P]([Pd]([P](C2C=CC=CC=2)(C2C=CC=CC=2)C2C=CC=CC=2)([P](C2C=CC=CC=2)(C2C=CC=CC=2)C2C=CC=CC=2)[P](C2C=CC=CC=2)(C2C=CC=CC=2)C2C=CC=CC=2)(C2C=CC=CC=2)C2C=CC=CC=2)=CC=1>[OH:9][CH2:8][C:6]1[C:5]([O:10][CH3:11])=[CH:4][C:3]([O:12][CH3:13])=[C:2]([CH:7]=1)[C:14]#[N:15] |f:3.4.5,^1:32,34,53,72|. Reported procedure: To a solution of (5-bromo-2,4-dimethoxy-phenyl)-methanol (2.75 g, 11.13 mmol) in dimethylformamide (15 mL) at room temperature was added zinc cyanide (784 mg, 6.678 mmol). The reaction mixture was degassed by passing argon through for 2 h before tetrakis(triphenylphosphine)palladium (772 mg, 0.668 mmol) was added. The reaction mixture was heated at 90° C. for 12 h. After the reaction mixture was cooled to room temperature, it was diluted with diethyl ether (100 mL) and washed with sodium bicarbo... Starting materials: C1=CC=C(C=C1)OP(=O)(N=[N+]=[N-])OC2=CC=CC=C2 (diphenylphosphonic azide), ClC=1C2=C(N=CN1)N(C=C2)[C@@H]2C[C@@H]([C@@H]1[C@H]2OC(O1)(C)C)CO (((3aR,4R,6R,6aS)-6-(4-chloro-7H-pyrrolo[2,3-d]pyrimidin-7-yl)-2,2-dimethyltetrahydro-3aH-cyclopenta[d][1,3]dioxol-4-yl)methanol), C1=CC=C(C=C1)P(C2=CC=CC=C2)C3=CC=CC=C3 (PPh3), Diisopropyl azodicarboxylate[DIAD], ice. The solvent is C1CCOC1 (THF), C1CCOC1 (THF). Conditions: time 10 minute. Yields the product N(=[N+]=[N-])C[C@H]1C[C@H]([C@H]2[C@@H]1OC(O2)(C)C)N2C=CC1=C2N=CN=C1Cl (7-((3aS,4R,6R,6aR)-6-(azidomethyl)-2,2-dimethyltetrahydro-3aH-cyclopenta[d][1,3]dioxol-4-yl)-4-chloro-7H-pyrrolo[2,3-d]pyrimidine). The yield is 78.6%. RXN SMILES: [Cl:1][C:2]1[C:3]2[CH:10]=[CH:9][N:8]([C@H:11]3[C@@H:15]4[O:16][C:17]([CH3:20])([CH3:19])[O:18][C@@H:14]4[C@@H:13]([CH2:21]O)[CH2:12]3)[C:4]=2[N:5]=[CH:6][N:7]=1.C1C=CC(P(C2C=CC=CC=2)C2C=CC=CC=2)=CC=1.C1C=CC(OP(OC2C=CC=CC=2)([N:51]=[N+:52]=[N-:53])=O)=CC=1>C1COCC1>[N:51]([CH2:21][C@@H:13]1[C@H:14]2[O:18][C:17]([CH3:19])([CH3:20])[O:16][C@H:15]2[C@H:11]([N:8]2[C:4]3[N:5]=[CH:6][N:7]=[C:2]([Cl:1])[C:3]=3[CH:10]=[CH:9]2)[CH2:12]1)=[N+:52]=[N-:53]. Procedure details: ((3aR,4R,6R,6aS)-6-(4-chloro-7H-pyrrolo[2,3-d]pyrimidin-7-yl)-2,2-dimethyltetrahydro-3aH-cyclopenta[d][1,3]dioxol-4-yl)methanol (2.68 g, 8.28 mmol) was dissolved in THF (32 mL), treated with PPh3 (3.05 g, 11.6 mmol), and the reaction vessel was cooled in an ice-brine bath. Diisopropyl azodicarboxylate[DIAD] (2.3 mL, 12 mmol) was added dropwise via syringe and the mixture was stirred for 10 min. A solution of diphenylphosphonic azide [DPPA] (2.50 mL, 11.6 mmol) in THF (7.8 mL) was added dropwise ... Reactants: C1(CC1)CN1[C@H]2[C@@]3(CCC([C@H]4[C@@]3(C=3C(=C(C=CC3C2)OC)O4)CC1)=O)CC (17-cyclopropylmethyl-4,5α-epoxy-3-methoxy-14β-ethylmorphinan-6-one), Cl.N1=CC=CC=C1 (pyridine hydrochloride), N (ammonia). Run in O (water). Product: C1(CC1)CN1[C@H]2[C@@]3(CCC([C@H]4[C@@]3(C=3C(=C(C=CC3C2)O)O4)CC1)=O)CC (17-cyclopropylmethyl-4,5α-epoxy-14β-ethyl-3-hydroxymorphinan-6-one). RXN SMILES: [CH:1]1([CH2:4][N:5]2[CH2:24][CH2:23][C@:12]34[C:13]5[C:14]6[O:22][C@H:11]3[C:10](=[O:25])[CH2:9][CH2:8][C@@:7]4([CH2:26][CH3:27])[C@H:6]2[CH2:19][C:18]=5[CH:17]=[CH:16][C:15]=6[O:20]C)[CH2:3][CH2:2]1.Cl.N1C=CC=CC=1.N>O>[CH:1]1([CH2:4][N:5]2[CH2:24][CH2:23][C@:12]34[C:13]5[C:14]6[O:22][C@H:11]3[C:10](=[O:25])[CH2:9][CH2:8][C@@:7]4([CH2:26][CH3:27])[C@H:6]2[CH2:19][C:18]=5[CH:17]=[CH:16][C:15]=6[OH:20])[CH2:2][CH2:3]1 |f:1.2|. Procedure details: 3.25 g (8.9 mMol) of the compound of example 1 and 10 g of pyridine hydrochloride are heated for 3 hours to 190° C., then taken up in water after cooling, rendered basic with conc. ammonia, and extracted three times with methylene chloride. Flash-chromatography with ethyl acetate/hexane 1:5 yields the title compound as colorless crystals. Recrystallization from ether/pentane yields an analysis-pure product: M.p.: 157°-158° C. Starting materials: C(C)(=O)OCCC(CC=O)C (3-methyl-5-oxopentyl acetate), C1CCOC1 (THF), CC(C)([O-])C.[K+] (potassium tert-butoxide), C1CCOC1 (THF), C1CCOC1 (THF). Reagents/catalysts: [Br-].C(CCC)[P+](C1=CC=CC=C1)(C1=CC=CC=C1)C1=CC=CC=C1 (butyl triphenylphosphonium bromide). Run at time 30 minute. Product: C(C)(=O)OCCC(C\C=C/CCC)C ((5Z)-3-methylnon-5-enyl acetate). Yield: 78.0%. RXN SMILES: CC(C)([O-])C.[K+].[C:7]([O:10][CH2:11][CH2:12][CH:13]([CH3:17])[CH2:14][CH:15]=O)(=[O:9])[CH3:8].[CH2:18]1[CH2:22]O[CH2:20][CH2:19]1>[Br-].C([P+](C1C=CC=CC=1)(C1C=CC=CC=1)C1C=CC=CC=1)CCC>[C:7]([O:10][CH2:11][CH2:12][CH:13]([CH3:17])[CH2:14]/[CH:15]=[CH:22]\[CH2:18][CH2:19][CH3:20])(=[O:9])[CH3:8] |f:0.1,4.5|. Procedure: Under an atmosphere of nitrogen, a solution of 46.3 g (413 mmol) of potassium tert-butoxide in 250 mL of dry THF was a added between −15° C. and −10° C. to a stirred mixture of 150 g (376 mmol) butyl triphenylphosphonium bromide in 500 mL of dry THF. After complete addition, stirring was continued at −10° C. for 30 min, prior to the dropwise addition of 65.3 g (413 mmol) of 3-methyl-5-oxopentyl acetate in 250 mL of dry THF within a period of 30 min. Stirring was continued a further 15 min at −10... Starting materials: CN(C)CC1=CC=C(C=C1)CN (4-(Dimethylaminomethyl)phenylmethylamine), ClC1=CC=C(C=C1)C(C(C(=O)OCC)=NO)=O (ethyl 3-(4-chlorophenyl)-2-hydroxyimino-3-oxopropionate). The solvent is N1=CC=CC=C1 (pyridine). Yields the product ClC1=CC=C(C=C1)C1=C(N=C(N1)C1=CC=C(C=C1)CN(C)C)C(=O)OCC (ethyl 5-(4-chlorophenyl)-2-[4-(dimethylaminomethyl)phenyl]imidazole-4-carboxylate). Isolated yield 39.7%. RXN SMILES: [CH3:1][N:2]([CH2:4][C:5]1[CH:10]=[CH:9][C:8]([CH2:11][NH2:12])=[CH:7][CH:6]=1)[CH3:3].[Cl:13][C:14]1[CH:19]=[CH:18][C:17]([C:20](=O)[C:21](=[N:27]O)[C:22]([O:24][CH2:25][CH3:26])=[O:23])=[CH:16][CH:15]=1>N1C=CC=CC=1>[Cl:13][C:14]1[CH:19]=[CH:18][C:17]([C:20]2[NH:12][C:11]([C:8]3[CH:9]=[CH:10][C:5]([CH2:4][N:2]([CH3:3])[CH3:1])=[CH:6][CH:7]=3)=[N:27][C:21]=2[C:22]([O:24][CH2:25][CH3:26])=[O:23])=[CH:16][CH:15]=1. Reported procedure: 4-(Dimethylaminomethyl)phenylmethylamine (11.7 g) and ethyl 3-(4-chlorophenyl)-2-hydroxyimino-3-oxopropionate (15.1 g) were dissolved in pyridine (220 ml) and the solution was refluxed under heating for 12 hr. The solvent was concentrated under reduced pressure and the obtained residue was subjected to silica gel column chromatography to give the objective ethyl 5-(4-chlorophenyl)-2-[4-(dimethylaminomethyl)phenyl]imidazole-4-carboxylate (9.0 g), melting point 175-176° C. Reactants: CC(C)(C)[Si](C)(C)Cl, ClCCl, CN1CCNCC1. The product is CN1CCN([SiH](C)C(C)(C)C)CC1. As a reaction SMILES: [C:8]([CH3:9])([CH3:10])([CH3:11])[Si:12]([CH3:13])([Cl:14])[CH3:15].[CH2:16]([Cl:17])[Cl:18].[CH3:1][N:2]1[CH2:3][CH2:4][NH:5][CH2:6][CH2:7]1>>[CH3:1][N:2]1[CH2:3][CH2:4][N:5]([SiH:12]([C:8]([CH3:9])([CH3:10])[CH3:11])[CH3:13])[CH2:6][CH2:7]1.